From a dataset of the Open Reaction Database (ORD), a public repository of structured organic reaction records. describe an organic reaction: reactants, conditions, products, and yield Reactants: CC1=CC=C(C=C1)C(O)C1=CC=C(C=C1)C (bis(4-methylphenyl)methanol), N1C(C=CC=C1)=O (pyridin-2(1H)-one), O (Water), OS(=O)(=O)O (H2SO4). The solvent is C(Cl)Cl (DCM). Reaction conditions: temperature 180 celsius. Yields the product CC1=CC=C(C=C1)C(C=1C=CC(NC1)=O)C1=CC=C(C=C1)C (5-[bis(4-methylphenyl)methyl]pyridin-2(1H)-one). Yield: 13.8%. Reaction SMILES: [CH3:1][C:2]1[CH:7]=[CH:6][C:5]([CH:8]([C:10]2[CH:15]=[CH:14][C:13]([CH3:16])=[CH:12][CH:11]=2)O)=[CH:4][CH:3]=1.[NH:17]1[CH:22]=[CH:21][CH:20]=[CH:19][C:18]1=[O:23].OS(O)(=O)=O.O>C(Cl)Cl>[CH3:1][C:2]1[CH:7]=[CH:6][C:5]([CH:8]([C:10]2[CH:15]=[CH:14][C:13]([CH3:16])=[CH:12][CH:11]=2)[C:21]2[CH:20]=[CH:19][C:18](=[O:23])[NH:17][CH:22]=2)=[CH:4][CH:3]=1. Procedure: A mixture of bis(4-methylphenyl)methanol (5 g), and pyridin-2(1H)-one (6.72 g) was stirred at 180° C. To the solution was added concentrated H2SO4 (0.07 mL), and the mixture was stirred at 250° C. for 2 hours. Water (15 mL) and DCM (15 mL) were poured into the reaction mixture. The organic layer was washed with water and brine, dried over anhydrous MgSO4, filtered and evaporated in vacuo. The residue was purified by silica gel column chromatography (n-hexane:EtOAc). The desired fractions were co...